The task is: describe an organic reaction: reactants, conditions, products, and yield. This data is from the Open Reaction Database (ORD), a public repository of structured organic reaction records. Solvent: CC(=O)C (acetone). As a reaction SMILES: [CH2:1]([C:5]1[CH:6]=[C:7]([CH:12]=[CH:13][C:14]=1[OH:15])[C:8]([O:10][CH3:11])=[O:9])[CH:2]([CH3:4])[CH3:3].Br[CH:17]([C:23]1[CH:28]=[CH:27][C:26]2[O:29][CH2:30][O:31][C:25]=2[CH:24]=1)[C:18]([O:20][CH2:21][CH3:22])=[O:19].C(=O)([O-])[O-].[K+].[K+]>CC(C)=O>[CH2:1]([C:5]1[CH:6]=[C:7]([C:8]([O:10][CH3:11])=[O:9])[CH:12]=[CH:13][C:14]=1[O:15][CH:17]([C:23]1[CH:28]=[CH:27][C:26]2[O:29][CH2:30][O:31][C:25]=2[CH:24]=1)[C:18]([O:20][CH2:21][CH3:22])=[O:19])[CH:2]([CH3:4])[CH3:3] |f:2.3.4|. The reactants are C(C(C)C)C=1C=C(C(=O)OC)C=CC1O (methyl 3-iso-butyl-4-hydroxybenzoate), BrC(C(=O)OCC)C1=CC2=C(C=C1)OCO2 (ethyl α-bromo-3,4-methylenedioxyphenylacetate), C([O-])([O-])=O.[K+].[K+] (potassium carbonate). Reported procedure: To a solution of 1.008 g (4.84 mmol) of methyl 3-iso-butyl-4-hydroxybenzoate and 1.737 g (6.05 mmol) of ethyl α-bromo-3,4-methylenedioxyphenylacetate in 10 mL of acetone was added 1.338 g (10 mmol) of finely powdered potassium carbonate. The reaction mixture was magnetically stirred and refluxed for 4 hours, then cooled to room temperature, filtered and evaporated. The residue was purified on a silica gel flash chromatography column eluted with 10% EtOAc-hexane; combination of the purified fract... Isolated yield 75.7%. Yields the product C(C(C)C)C1=C(OC(C(=O)OCC)C2=CC3=C(C=C2)OCO3)C=CC(=C1)C(=O)OC (ethyl α-(2-iso-butyl-4-carbomethoxy-phenoxy)-3,4-methylenedioxyphenylacetate). Reactants: C(C1=CC=CC=C1)(=O)OC1(C(N(C2=CC=C(C=C12)C)CC)=O)CC1=CC(=C(C(=C1)OC)OC)OC (1-ethyl-5-methyl-2-oxo-3-(3,4,5-trimethoxybenzyl)indolin-3-yl benzoate), C(C1=CC=CC=C1)(=O)OC1C(N(C2=CC=C(C=C12)C)CC(C)C)=O (1-isobutyl-5-methyl-2-oxoindolin-3-yl benzoate). The product is C(C1=CC=CC=C1)(=O)OC1(C(N(C2=CC=C(C=C12)C)CC(C)C)=O)CC1=CC(=C(C(=C1)OC)OC)OC (1-isobutyl-5-methyl-2-oxo-3-(3,4,5-trimethoxybenzyl)indolin-3-yl benzoate). Reaction SMILES: C(OC1([CH2:23][C:24]2[CH:29]=[C:28]([O:30][CH3:31])[C:27]([O:32][CH3:33])=[C:26]([O:34][CH3:35])[CH:25]=2)C2C(=CC=C(C)C=2)N(CC)C1=O)(=O)C1C=CC=CC=1.[C:36]([O:44][CH:45]1[C:53]2[C:48](=[CH:49][CH:50]=[C:51]([CH3:54])[CH:52]=2)[N:47]([CH2:55][CH:56]([CH3:58])[CH3:57])[C:46]1=[O:59])(=[O:43])[C:37]1[CH:42]=[CH:41][CH:40]=[CH:39][CH:38]=1>>[C:36]([O:44][C:45]1([CH2:23][C:24]2[CH:25]=[C:26]([O:34][CH3:35])[C:27]([O:32][CH3:33])=[C:28]([O:30][CH3:31])[CH:29]=2)[C:53]2[C:48](=[CH:49][CH:50]=[C:51]([CH3:54])[CH:52]=2)[N:47]([CH2:55][CH:56]([CH3:57])[CH3:58])[C:46]1=[O:59])(=[O:43])[C:37]1[CH:38]=[CH:39][CH:40]=[CH:41][CH:42]=1. Procedure details: This compound was made in an analogous fashion to 1-ethyl-5-methyl-2-oxo-3-(3,4,5-trimethoxybenzyl)indolin-3-yl benzoate using 1-isobutyl-5-methyl-2-oxoindolin-3-yl benzoate. Reactants: BrCC1CCCCC1, CC(C)(C)OC(=O)N1CCC(C(=O)Nc2ccccc2Br)CC1, CN(C)C=O, [H-], [Na+]. Yields the product CC(C)(C)OC(=O)N1CCC(C(=O)N(CC2CCCCC2)c2ccccc2Br)CC1. RXN SMILES: [Br:26][CH2:27][CH:28]1[CH2:29][CH2:30][CH2:31][CH2:32][CH2:33]1.[C:1]([CH3:2])([CH3:3])([CH3:4])[O:5][C:6](=[O:7])[N:8]1[CH2:9][CH2:10][CH:11]([C:14]([NH:15][c:16]2[c:17]([Br:22])[cH:18][cH:19][cH:20][cH:21]2)=[O:23])[CH2:12][CH2:13]1.[CH3:34][N:35]([CH3:36])[CH:37]=[O:38].[H-:24].[Na+:25]>>[C:1]([CH3:2])([CH3:3])([CH3:4])[O:5][C:6](=[O:7])[N:8]1[CH2:9][CH2:10][CH:11]([C:14]([N:15]([c:16]2[c:17]([Br:22])[cH:18][cH:19][cH:20][cH:21]2)[CH2:27][CH:28]2[CH2:29][CH2:30][CH2:31][CH2:32][CH2:33]2)=[O:23])[CH2:12][CH2:13]1. Reactants: CN(C)CCCc1cc(CNC(=O)OC(C)(C)C)ccc1F, ClCCl, O=C(O)C(F)(F)F. Yields the product CN(C)CCCc1cc(CN)ccc1F. RXN SMILES: [CH3:1][N:2]([CH2:3][CH2:4][CH2:5][c:6]1[cH:7][c:8]([CH2:9][NH:10][C:11]([O:12][C:13]([CH3:14])([CH3:15])[CH3:16])=[O:17])[cH:18][cH:19][c:20]1[F:21])[CH3:22].[Cl:30][CH2:31][Cl:32].[F:23][C:24]([F:25])([F:26])[C:27]([OH:28])=[O:29]>>[CH3:1][N:2]([CH2:3][CH2:4][CH2:5][c:6]1[cH:7][c:8]([CH2:9][NH2:10])[cH:18][cH:19][c:20]1[F:21])[CH3:22]. The reactants are CN(CCn1cc(C(=O)C(F)(F)F)c2ccc(Cl)cc21)C(=O)OC(C)(C)C, CN(C)C=O, [H-], [Na+], O. The product is CN(CCn1cc(C(=O)O)c2ccc(Cl)cc21)C(=O)OC(C)(C)C. As a reaction SMILES: [C:1]([CH3:2])([CH3:3])([CH3:4])[O:5][C:6]([N:7]([CH3:8])[CH2:9][CH2:10][n:11]1[cH:12][c:13]([C:21]([C:22]([F:23])([F:24])[F:25])=[O:26])[c:14]2[cH:15][cH:16][c:17]([Cl:20])[cH:18][c:19]12)=[O:27].[CH3:31][N:32]([CH3:33])[CH:34]=[O:35].[H-:28].[Na+:29].[OH2:30]>>[C:1]([CH3:2])([CH3:3])([CH3:4])[O:5][C:6]([N:7]([CH3:8])[CH2:9][CH2:10][n:11]1[cH:12][c:13]([C:21]([OH:26])=[O:30])[c:14]2[cH:15][cH:16][c:17]([Cl:20])[cH:18][c:19]12)=[O:27]. The reactants are CO, [Cl-], CC(Sc1nc(NC(CO)CC(C)(C)F)c2sc(Cl)nc2n1)c1ccccc1F, [K+], [Na+], [OH-]. Yields the product COc1nc2nc(SC(C)c3ccccc3F)nc(NC(CO)CC(C)(C)F)c2s1. RXN SMILES: [CH3:32][OH:33].[Cl-:34].[Cl:3][c:4]1[s:5][c:6]2[c:7]([n:8][c:9]([S:21][CH:22]([CH3:23])[c:24]3[c:25]([F:30])[cH:26][cH:27][cH:28][cH:29]3)[n:10][c:11]2[NH:12][CH:13]([CH2:14][OH:15])[CH2:16][C:17]([CH3:18])([CH3:19])[F:20])[n:31]1.[K+:2].[Na+:35].[OH-:1]>>[O:1]([c:4]1[s:5][c:6]2[c:7]([n:8][c:9]([S:21][CH:22]([CH3:23])[c:24]3[c:25]([F:30])[cH:26][cH:27][cH:28][cH:29]3)[n:10][c:11]2[NH:12][CH:13]([CH2:14][OH:15])[CH2:16][C:17]([CH3:18])([CH3:19])[F:20])[n:31]1)[CH3:32]. The reactants are [Al+3], CC(=O)N1CCOC(C=C2c3ccccc3CCc3ccccc32)C1, [H-], [H-], [H-], [H-], [Li+], [Na+], [OH-]. The product is CCN1CCOC(C=C2c3ccccc3CCc3ccccc32)C1. Reaction SMILES: [Al+3:2].[C:7]([CH3:8])(=[O:9])[N:10]1[CH2:11][CH:12]([CH:16]=[C:17]2[c:18]3[c:19]([cH:28][cH:29][cH:30][cH:31]3)[CH2:20][CH2:21][c:22]3[c:23]2[cH:24][cH:25][cH:26][cH:27]3)[O:13][CH2:14][CH2:15]1.[H-:1].[H-:4].[H-:5].[H-:6].[Li+:3].[Na+:33].[OH-:32]>>[CH2:7]([CH3:8])[N:10]1[CH2:11][CH:12]([CH:16]=[C:17]2[c:18]3[c:19]([cH:28][cH:29][cH:30][cH:31]3)[CH2:20][CH2:21][c:22]3[c:23]2[cH:24][cH:25][cH:26][cH:27]3)[O:13][CH2:14][CH2:15]1. Starting materials: CCOC(=O)c1cc(CO)cc(C(=O)O)c1, CCCNC, CCN=C=NCCCN(C)C, ClCCl, Cl, CN(C)C=O, O, On1nnc2ccccc21. Product: CCCN(C)C(=O)c1cc(CO)cc(C(=O)OCC)c1. Reaction SMILES: [CH2:1]([CH3:2])[O:3][C:4]([c:5]1[cH:6][c:7]([C:8](=[O:9])[OH:10])[cH:11][c:12]([CH2:14][OH:15])[cH:13]1)=[O:16].[CH3:17][NH:18][CH2:19][CH2:20][CH3:21].[CH3:23][N:24]([CH3:25])[CH2:26][CH2:27][CH2:28][N:29]=[C:30]=[N:31][CH2:32][CH3:33].[Cl:45][CH2:46][Cl:47].[ClH:22].[O:48]=[CH:49][N:50]([CH3:51])[CH3:52].[OH2:34].[OH:35][n:36]1[c:37]2[cH:38][cH:39][cH:40][cH:41][c:42]2[n:43][n:44]1>>[CH2:1]([CH3:2])[O:3][C:4]([c:5]1[cH:6][c:7]([C:8](=[O:10])[N:18]([CH3:17])[CH2:19][CH2:20][CH3:21])[cH:11][c:12]([CH2:14][OH:15])[cH:13]1)=[O:16]. Starting materials: Grignard reagent, C(C(C)(C)C)C1=CC=C(OC2=CC=C(C=C2)Br)C=C1 (p-(4-neopentylphenoxy)-bromobenzene), [Mg] (magnesium), II (iodine), [Cl-].[NH4+] (ammonium chloride), BrC(C)Br (dibromoethane), N1=CC=C(C=C1)C=O (4-pyridine-carboxaldehyde). The solvent is O1CCCC1 (THF), CCOCC (ether), O1CCCC1 (tetrahydrofuran), O1CCCC1 (THF). Run at time 8 hour. The product is C(C(C)(C)C)C1=CC=C(OC2=CC=C(C=C2)C(O)C2=CC=NC=C2)C=C1 (1-[p-(4-neopentylphenoxy)phenyl]-1-(4-pyridyl)-methanol). Reaction SMILES: [Mg].II.BrC(Br)C.[CH2:8]([C:13]1[CH:26]=[CH:25][C:16]([O:17][C:18]2[CH:23]=[CH:22][C:21](Br)=[CH:20][CH:19]=2)=[CH:15][CH:14]=1)[C:9]([CH3:12])([CH3:11])[CH3:10].[N:27]1[CH:32]=[CH:31][C:30]([CH:33]=[O:34])=[CH:29][CH:28]=1.[Cl-].[NH4+]>CCOCC.O1CCCC1>[CH2:8]([C:13]1[CH:26]=[CH:25][C:16]([O:17][C:18]2[CH:23]=[CH:22][C:21]([CH:33]([C:30]3[CH:31]=[CH:32][N:27]=[CH:28][CH:29]=3)[OH:34])=[CH:20][CH:19]=2)=[CH:15][CH:14]=1)[C:9]([CH3:12])([CH3:11])[CH3:10] |f:5.6|. Procedure details: To form a Grignard reagent, to 3.6 g. of magnesium metal and a crystal of iodine are added, all at once, 25 ml. of a solution of 9.0 g. dibromoethane and 25.0 g. of p-(4-neopentylphenoxy)-bromobenzene in 150 ml. of absolute tetrahydrofuran (THF). After initiating the Grignard reaction, the rest of the above THF solution is added dropwise to maintain gentle reflux. The (Grignard reagent) reaction mixture is thereafter refluxed for half an hour; cooled and to it is added, dropwise, a solution of 8...